From a dataset of the Open Reaction Database (ORD), a public repository of structured organic reaction records. describe an organic reaction: reactants, conditions, products, and yield Reactants: C(=O)[O-].[NH4+] (ammonium formate), N1C=C(C2=CC=CC=C12)C=C1C(N(C2=C(N3C(=NN=C13)C1=CC=CC=C1)C=CC=C2)CC(=O)N(C2=CC=CC=C2)C(C)C)=O (2-[4-(1H-indol-3-ylmethylene)-5-oxo-1-phenyl-4,5-dihydro-2,3,6,10b-tetraaza-benzo[e]azulen-6-yl]-N-isopropyl-N-phenyl-acetamide). The reagents and catalysts are [Pd] (Pd/C). The solvent is CCO (EtOH), CCO (EtOH). Reaction conditions: temperature 80 celsius. Yields the product N1C=C(C2=CC=CC=C12)CC1C(N(C2=C(N3C(=NN=C13)C1=CC=CC=C1)C=CC=C2)CC(=O)N(C2=CC=CC=C2)C(C)C)=O (2-[4-(1H-indol-3-ylmethyl)-5-oxo-1-phenyl-4,5-dihydro-2,3,6,10b-tetraaza-benzo[e]azulen-6-yl]-N-isopropyl-N-phenyl-acetamide). Isolated yield 18.4%. As a reaction SMILES: [NH:1]1[C:9]2[C:4](=[CH:5][CH:6]=[CH:7][CH:8]=2)[C:3]([CH:10]=[C:11]2[C:20]3[N:16]([C:17]([C:21]4[CH:26]=[CH:25][CH:24]=[CH:23][CH:22]=4)=[N:18][N:19]=3)[C:15]3[CH:27]=[CH:28][CH:29]=[CH:30][C:14]=3[N:13]([CH2:31][C:32]([N:34]([CH:41]([CH3:43])[CH3:42])[C:35]3[CH:40]=[CH:39][CH:38]=[CH:37][CH:36]=3)=[O:33])[C:12]2=[O:44])=[CH:2]1.C([O-])=O.[NH4+]>[Pd].CCO>[NH:1]1[C:9]2[C:4](=[CH:5][CH:6]=[CH:7][CH:8]=2)[C:3]([CH2:10][CH:11]2[C:20]3[N:16]([C:17]([C:21]4[CH:26]=[CH:25][CH:24]=[CH:23][CH:22]=4)=[N:18][N:19]=3)[C:15]3[CH:27]=[CH:28][CH:29]=[CH:30][C:14]=3[N:13]([CH2:31][C:32]([N:34]([CH:41]([CH3:42])[CH3:43])[C:35]3[CH:40]=[CH:39][CH:38]=[CH:37][CH:36]=3)=[O:33])[C:12]2=[O:44])=[CH:2]1 |f:1.2|. Procedure: To 10% Pd/C and EtOH was added 2-[4-(1H-indol-3-ylmethylene)-5-oxo-1-phenyl-4,5-dihydro-2,3,6,10b-tetraaza-benzo[e]azulen-6-yl]-N-isopropyl-N-phenyl-acetamide (0.71 g, 1.2 mmol). An additional 25 mL of EtOH was added followed by ammonium formate (0.77 g, 12.2 mmol). The reaction mixture was heated to 80° C. for 6 hours. The catalyst was removed by filtration through Celite® and the filtrate was concentrated. The residue was dissolved in ethyl acetate and the organic solution was washed with satu...